From a dataset of the Open Reaction Database (ORD), a public repository of structured organic reaction records. describe an organic reaction: reactants, conditions, products, and yield Reactants: ClC=1C=CC2=C(N(C3=C(OC2)C=CC=C3)C[C@@H]3N(CCC3)CCC3=CC=C(C=C3)N(C)C)C1 ((R)-3-Chloro-5,11-dihydro-5-[1-(4-dimethylaminophenethyl)pyrrolidin-2-ylmethyl]dibenzo[b,e][1,4]oxazepine), Cl.CCOCC (hydrogen chloride ether). Solvent: mixed solvent, C(C)(=O)OCC (ethyl acetate), C(C)O (ethanol), C(C)(=O)OCC (ethyl acetate). Run at time 2 day. The product is Cl.Cl.ClC=1C=CC2=C(N(C3=C(OC2)C=CC=C3)C[C@@H]3N(CCC3)CCC3=CC=C(C=C3)N(C)C)C1 ((R)-3-Chloro-5,11-dihydro-5-[1-(4-dimethylaminophenethyl)pyrrolidin-2-ylmethyl]dibenzo[b,e][1,4]oxazepine dihydrochloride), crystals. The yield is 96.0%. Reaction SMILES: [Cl:1][C:2]1[CH:3]=[CH:4][C:5]2[CH2:11][O:10][C:9]3[CH:12]=[CH:13][CH:14]=[CH:15][C:8]=3[N:7]([CH2:16][C@H:17]3[CH2:21][CH2:20][CH2:19][N:18]3[CH2:22][CH2:23][C:24]3[CH:29]=[CH:28][C:27]([N:30]([CH3:32])[CH3:31])=[CH:26][CH:25]=3)[C:6]=2[CH:33]=1.[ClH:34].CCOCC>C(OCC)(=O)C.C(O)C>[ClH:1].[ClH:34].[Cl:1][C:2]1[CH:3]=[CH:4][C:5]2[CH2:11][O:10][C:9]3[CH:12]=[CH:13][CH:14]=[CH:15][C:8]=3[N:7]([CH2:16][C@H:17]3[CH2:21][CH2:20][CH2:19][N:18]3[CH2:22][CH2:23][C:24]3[CH:25]=[CH:26][C:27]([N:30]([CH3:32])[CH3:31])=[CH:28][CH:29]=3)[C:6]=2[CH:33]=1 |f:1.2,5.6.7|. Reported procedure: (R)-3-Chloro-5,11-dihydro-5-[1-(4-dimethylaminophenethyl)pyrrolidin-2-ylmethyl]dibenzo[b,e][1,4]oxazepine (306 mg, 0.662 mmol) was dissolved in 6.0 ml of a mixed solvent of ethyl acetate and ethanol (2:1). 2 M hydrogen chloride/ether (0.73 ml, 1.46 mmol) was added to the obtained solution. 2.0 ml of ethyl acetate was added to the mixture and they were stirred at room temperature. After leaving the reaction mixture to stand at room temperature for 2 days followed by the filtration and drying, the... Starting materials: ClC1=C(C=C(C=C1)C(C)=O)C (4′-chloro-3′-methylacetophenone), [H-].[Na+] (sodium hydride), C(OCC)(OCC)=O (diethyl carbonate), Cl (hydrochloric acid). Solvent: O (Water). Reaction conditions: temperature 80 celsius, time 90 minute. The product is ClC1=C(C=C(C=C1)C(CC(=O)OCC)=O)C (ethyl 3-(4-chloro-3-methylphenyl)-3-oxopropionate). RXN SMILES: [Cl:1][C:2]1[CH:7]=[CH:6][C:5]([C:8](=[O:10])[CH3:9])=[CH:4][C:3]=1[CH3:11].[H-].[Na+].[C:14](=O)([O:18]CC)[O:15][CH2:16][CH3:17].Cl>O>[Cl:1][C:2]1[CH:7]=[CH:6][C:5]([C:8](=[O:10])[CH2:9][C:14]([O:15][CH2:16][CH3:17])=[O:18])=[CH:4][C:3]=1[CH3:11] |f:1.2|. Procedure details: A mixture of 4′-chloro-3′-methylacetophenone (10.0 g), sodium hydride (60%, oil, 2.38 g) and diethyl carbonate (80 ml) was stirred for 90 min at 80° C. Water was added to the reaction mixture, and the mixture was neutralized with dilute hydrochloric acid and extracted with ethyl acetate. The ethyl acetate layer was washed with saturated brine, dried (MgSO4) and concentrated. The residue was subjected to silica gel column chromatography, and ethyl 3-(4-chloro-3-methylphenyl)-3-oxopropionate was o... Starting materials: O=C([O-])O, [Li]CCCC, C1CCOC1, CCOC(C)n1cnc(-c2ccc(OC)cc2)c1-c1ccc(OC)cc1, CN(C)CCN(C)C, CN(C)C(=O)C(F)(F)F, CC1CCCCC1, [Na+]. Yields the product CCOC(C)n1c(C(=O)C(F)(F)F)nc(-c2ccc(OC)cc2)c1-c1ccc(OC)cc1. RXN SMILES: [C:49](=[O:50])([OH:51])[O-:52].[CH2:35]([Li:36])[CH2:37][CH2:38][CH3:39].[CH2:61]1[O:62][CH2:63][CH2:64][CH2:65]1.[CH3:1][O:2][c:3]1[cH:4][cH:5][c:6](-[c:9]2[n:10][cH:11][n:12]([CH:22]([CH3:23])[O:24][CH2:25][CH3:26])[c:13]2-[c:14]2[cH:15][cH:16][c:17]([O:20][CH3:21])[cH:18][cH:19]2)[cH:7][cH:8]1.[CH3:27][N:28]([CH3:29])[CH2:30][CH2:31][N:32]([CH3:33])[CH3:34].[CH3:40][N:41]([C:42]([C:43]([F:44])([F:45])[F:46])=[O:47])[CH3:48].[CH3:54][CH:55]1[CH2:56][CH2:57][CH2:58][CH2:59][CH2:60]1.[Na+:53]>>[CH3:1][O:2][c:3]1[cH:4][cH:5][c:6](-[c:9]2[n:10][c:11]([C:42]([C:43]([F:44])([F:45])[F:46])=[O:47])[n:12]([CH:22]([CH3:23])[O:24][CH2:25][CH3:26])[c:13]2-[c:14]2[cH:15][cH:16][c:17]([O:20][CH3:21])[cH:18][cH:19]2)[cH:7][cH:8]1. Reactants: NC1=NNC=C1C(=O)OCC (3-amino-4-carbethoxypyrazole), CN(C=CC(=O)C1=CC(=CC=C1)C(F)(F)F)C (3-dimethylamino-3'-(trifluoromethyl)acrylophenone). Run in C(C)(=O)O (acetic acid). The product is C(C)OC(=O)C=1C=NN2C1N=CC=C2C=2C=C(C=CC2)C(F)(F)F (7-(α,α,α-Trifluoro-m-tolyl)pyrazolo[1,5-a]pyrimidine-3-carboxylic acid ethyl ester). RXN SMILES: [NH2:1][C:2]1[C:6]([C:7]([O:9][CH2:10][CH3:11])=[O:8])=[CH:5][NH:4][N:3]=1.CN(C)[CH:14]=[CH:15][C:16]([C:18]1[CH:23]=[CH:22][CH:21]=[C:20]([C:24]([F:27])([F:26])[F:25])[CH:19]=1)=O>C(O)(=O)C>[CH2:10]([O:9][C:7]([C:6]1[CH:5]=[N:4][N:3]2[C:16]([C:18]3[CH:19]=[C:20]([C:24]([F:25])([F:26])[F:27])[CH:21]=[CH:22][CH:23]=3)=[CH:15][CH:14]=[N:1][C:2]=12)=[O:8])[CH3:11]. Reported procedure: A mixture of 5.0 g. of 3-amino-4-carbethoxypyrazole and 7.84 g. of 3-dimethylamino-3'-(trifluoromethyl)acrylophenone in 25 ml. of glacial acetic acid is refluxed for 6 hours and then evaporated in vacuo to an oil. This oil is treated as described in Example 1, giving the desired product, m.p. 97°-99° C. The reactants are COC(C(CC1=CC(=C(C(=C1)Br)O)Br)NC(=O)OC(C)(C)C)=O (Methyl-2-tert-butoxycarbonylamino-3-(3,5-dibromo-4-hydroxyphenyl)propionate), ClCC1=NC=CC=C1 (2-chloromethylpyridine). The product is C(C)[NH+](CC)CC.NC(C(=O)[O-])CC1=CC(=C(C(=C1)Br)OCC1=NC=CC=C1)Br (2-amino-3-[3,5-dibromo-4-(pyridin-2-ylmethoxy)phenyl]propionate triethylammonium). The yield is 21.0%. Reaction SMILES: C[O:2][C:3](=[O:23])[CH:4]([NH:15]C(OC(C)(C)C)=O)[CH2:5][C:6]1[CH:11]=[C:10]([Br:12])[C:9]([OH:13])=[C:8]([Br:14])[CH:7]=1.Cl[CH2:25][C:26]1[CH:31]=[CH:30][CH:29]=[CH:28][N:27]=1>>[CH2:3]([NH+:27]([CH2:26][CH3:31])[CH2:28][CH3:29])[CH3:4].[NH2:15][CH:4]([CH2:5][C:6]1[CH:7]=[C:8]([Br:14])[C:9]([O:13][CH2:25][C:26]2[CH:31]=[CH:30][CH:29]=[CH:28][N:27]=2)=[C:10]([Br:12])[CH:11]=1)[C:3]([O-:2])=[O:23] |f:2.3|. Reported procedure: Methyl-2-tert-butoxycarbonylamino-3-(3,5-dibromo-4-hydroxyphenyl)propionate (0.035 mmol) was coupled with 2-chloromethylpyridine and hydrolyzed using the method described in “General procedure for the preparation of Examples 8-22”. This gave 21% yield of 2-amino-3-[3,5-dibromo-4-(pyridin-2-ylmethoxy)phenyl]propionate triethylammonium. LC/MS (electrospray): m/z 429 (M−1). The reactants are BrB(Br)Br, COc1cc(Cl)c(Br)cc1C(=O)N(C)c1ccccc1C, ClCCl. Yields the product Cc1ccccc1N(C)C(=O)c1cc(Br)c(Cl)cc1O. RXN SMILES: [B:22]([Br:23])([Br:24])[Br:25].[Br:1][c:2]1[c:3]([Cl:21])[cH:4][c:5]([O:19][CH3:20])[c:6]([C:7](=[O:8])[N:9]([c:10]2[c:11]([CH3:16])[cH:12][cH:13][cH:14][cH:15]2)[CH3:17])[cH:18]1.[Cl:26][CH2:27][Cl:28]>>[Br:1][c:2]1[c:3]([Cl:21])[cH:4][c:5]([OH:19])[c:6]([C:7](=[O:8])[N:9]([c:10]2[c:11]([CH3:16])[cH:12][cH:13][cH:14][cH:15]2)[CH3:17])[cH:18]1. Starting materials: CC(=O)OC(C)=O, ClC(Cl)Cl, CC(C)c1ccc2c(c1)C(N1CCN(CCCO)CC1)Cc1ccc(F)cc1S2. The product is CC(=O)OCCN1CCN(C2Cc3ccc(F)cc3Sc3ccc(C(C)C)cc32)CC1. As a reaction SMILES: [CH3:30][C:31](=[O:32])[O:33][C:34](=[O:35])[CH3:36].[CH:37]([Cl:38])([Cl:39])[Cl:40].[F:1][c:2]1[cH:3][cH:4][c:5]2[c:6]([cH:29]1)[S:7][c:8]1[c:9]([cH:22][c:23]([CH:26]([CH3:27])[CH3:28])[cH:24][cH:25]1)[CH:10]([N:12]1[CH2:13][CH2:14][N:15]([CH2:18][CH2:19][CH2:20][OH:21])[CH2:16][CH2:17]1)[CH2:11]2>>[F:1][c:2]1[cH:3][cH:4][c:5]2[c:6]([cH:29]1)[S:7][c:8]1[c:9]([cH:22][c:23]([CH:26]([CH3:27])[CH3:28])[cH:24][cH:25]1)[CH:10]([N:12]1[CH2:13][CH2:14][N:15]([CH2:18][CH2:19][O:33][C:31]([CH3:30])=[O:32])[CH2:16][CH2:17]1)[CH2:11]2.